From a dataset of the Open Reaction Database (ORD), a public repository of structured organic reaction records. describe an organic reaction: reactants, conditions, products, and yield As a reaction SMILES: [CH2:1]([C:11]1[CH:12]=[C:13]([CH:15]=[CH:16][CH:17]=1)[NH2:14])[CH2:2][CH2:3][C:4]1[CH:5]=[C:6]([CH:8]=[CH:9][CH:10]=1)[NH2:7].C(=O)([O-])[O-].[K+].[K+].[Cl:24][C:25]1[N:30]=[C:29](Cl)[C:28]([Cl:32])=[CH:27][N:26]=1>CN(C)C=O>[NH2:14][C:13]1[CH:12]=[C:11]([CH2:1][CH2:2][CH2:3][C:4]2[CH:5]=[C:6]([NH:7][C:27]3[C:28]([Cl:32])=[CH:29][N:30]=[C:25]([Cl:24])[N:26]=3)[CH:8]=[CH:9][CH:10]=2)[CH:17]=[CH:16][CH:15]=1 |f:1.2.3|. Yields the product NC=1C=C(C=CC1)CCCC=1C=C(C=CC1)NC1=NC(=NC=C1Cl)Cl (N-{3-[3-(3-Aminophenyl)propyl]phenyl}-2,5-dichloropyrimidin-4-amine). Procedure: To a solution of 3,3′-propane-1,3-diyldianiline (41.0 mg, 0.181 mmol) in N,N-dimethylformamide (1.0 mL), potassium carbonate (72 mg, 0.52 mmol) was added followed by 2,4,5-trichloropyrimidine (20 μL, 0.17 mmol). The mixture was stirred for 2.5 hours and purified by preparative LCMS (pH 10) to give the desired product (21 mg, 32%). LCMS for C19H19Cl2N4 (M+H)+: m/z=373.1. Run in CN(C=O)C (N,N-dimethylformamide). Starting materials: C(CCC=1C=C(N)C=CC1)C=1C=C(N)C=CC1 (3,3′-propane-1,3-diyldianiline), C([O-])([O-])=O.[K+].[K+] (potassium carbonate), ClC1=NC=C(C(=N1)Cl)Cl (2,4,5-trichloropyrimidine). Isolated yield 33.1%. Conditions: time 2.5 hour. Starting materials: C1(=CC=CC=C1)C1CCN(CC1)CCC(=O)NC1=CC=C(C=C1)C=1CCC(NN1)=O (6-[p-(3-(4-phenylpiperid-1-yl)-propionylamino)-phenyl]-4,5-dihydro-3(2H)-pyridazinone), C=O (formalin), [OH-].[K+] (KOH). The solvent is C(C)O (ethanol). Product: C1(=CC=CC=C1)C1CCN(CC1)CCC(=O)NC1=CC=C(C=C1)C=1C=C(C(NN1)=O)C (6-[p-(3-(4-phenylpiperid-1-yl)-propionylamino)-phenyl]-4-methyl-3(2H)-pyridazinone). RXN SMILES: [C:1]1([CH:7]2[CH2:12][CH2:11][N:10]([CH2:13][CH2:14][C:15]([NH:17][C:18]3[CH:23]=[CH:22][C:21]([C:24]4[CH2:25][CH2:26][C:27](=[O:30])[NH:28][N:29]=4)=[CH:20][CH:19]=3)=[O:16])[CH2:9][CH2:8]2)[CH:6]=[CH:5][CH:4]=[CH:3][CH:2]=1.[CH2:31]=O.[OH-].[K+]>C(O)C>[C:1]1([CH:7]2[CH2:12][CH2:11][N:10]([CH2:13][CH2:14][C:15]([NH:17][C:18]3[CH:19]=[CH:20][C:21]([C:24]4[CH:25]=[C:26]([CH3:31])[C:27](=[O:30])[NH:28][N:29]=4)=[CH:22][CH:23]=3)=[O:16])[CH2:9][CH2:8]2)[CH:6]=[CH:5][CH:4]=[CH:3][CH:2]=1 |f:2.3|. Reported procedure: 4.0 g (10 millimoles) of 6-[p-(3-(4-phenylpiperid-1-yl)-propionylamino)-phenyl]-4,5-dihydro-3(2H)-pyridazinone in 15 ml of ethanol were refluxed with 1.5 ml of 37% strength formalin solution and 40 ml of 4% strength ethanolic KOH for 3 hours. Insoluble material was filtered off under suction, after which the mother liquor was evaporated down and the product was recrystallized from isopropanol. 2.2 g of 6-[p-(3-(4-phenylpiperid-1-yl)-propionylamino)-phenyl]-4-methyl-3(2H)-pyridazinone were obtain... Product: CN1N=C(C=C1C(=O)OCC)CCC (Ethyl 1-methyl-3-n-propyl-pyrazole-5-carboxylate). RXN SMILES: CC[O-].[Na+].[CH3:5][C:6](=O)[CH2:7][CH2:8][CH3:9].[C:11]([O:18][CH2:19][CH3:20])(=[O:17])[C:12](OCC)=O.[CH3:21][NH:22][NH2:23]>C(O)C.C1(C)C=CC=CC=1.O.C(O)=O>[CH3:21][N:22]1[C:12]([C:11]([O:18][CH2:19][CH3:20])=[O:17])=[CH:5][C:6]([CH2:7][CH2:8][CH3:9])=[N:23]1 |f:0.1|. Conditions: temperature 50 celsius, time 1 hour. Procedure: 340 g of 20% strength by weight sodium ethylate solution in ethanol were initially introduced into a 1 l 4-necked flask and a mixture of 78 g of 2-pentanone and 146.1 g of diethyl oxalate was added dropwise in the course of 1 hour, while stirring. When the addition was complete, 100 ml of ethanol were added and the mixture was subsequently stirred under reflex for a further hour and then cooled to 50° C. During the subsequent stirring time, 41.5 g of methylhydrazine and 50 ml of ethanol were ini... Reactants: CNN (methylhydrazine), ethyl 2,4-diketoheptanecarboxylate enolate, CC(CCC)=O (2-pentanone), C(C(=O)OCC)(=O)OCC (diethyl oxalate), CC[O-].[Na+] (sodium ethylate solution), enolate. Run in C(C)O (ethanol), C(=O)O (formic acid), C1(=CC=CC=C1)C (toluene), O (water), C(C)O (ethanol), C(C)O (ethanol). Isolated yield 55.4%. The reactants are CC(C)(C)OC(=O)N1CCC(CO)(NS(=O)(=O)c2ccc(Cl)s2)CC1, CCOC(C)=O, CCOCC, Cl. Product: O=S(=O)(NC1(CO)CCNCC1)c1ccc(Cl)s1. As a reaction SMILES: [C:2]([O:3][C:4]([CH3:5])([CH3:6])[CH3:7])(=[O:8])[N:9]1[CH2:10][CH2:11][C:12]([CH2:15][OH:16])([NH:17][S:18](=[O:19])(=[O:20])[c:21]2[s:22][c:23]([Cl:26])[cH:24][cH:25]2)[CH2:13][CH2:14]1.[CH3:27][CH2:28][O:29][C:30]([CH3:31])=[O:32].[CH3:33][CH2:34][O:35][CH2:36][CH3:37].[ClH:1]>>[NH:9]1[CH2:10][CH2:11][C:12]([CH2:15][OH:16])([NH:17][S:18](=[O:19])(=[O:20])[c:21]2[s:22][c:23]([Cl:26])[cH:24][cH:25]2)[CH2:13][CH2:14]1.